This data is from the Open Reaction Database (ORD), a public repository of structured organic reaction records. The task is: describe an organic reaction: reactants, conditions, products, and yield Reactants: C(C(=C)C)(=O)[O-] (Methacrylate), OCCN1C(CC(C1)(C)C)C (N-hydroxyethyl-2,4,4-trimethyl-pyrrolidine). Product: C(C(=C)C)(=O)OCC(CN(C)C)(C)C (3-dimethylamino-2,2-dimethyl-propyl methacrylate). Reaction SMILES: [C:1]([O-:6])(=[O:5])[C:2]([CH3:4])=[CH2:3].OC[CH2:9][N:10]1[CH2:14][C:13]([CH3:16])([CH3:15])[CH2:12][CH:11]1C>>[C:1]([O:6][CH2:12][C:13]([CH3:16])([CH3:15])[CH2:14][N:10]([CH3:11])[CH3:9])(=[O:5])[C:2]([CH3:4])=[CH2:3]. Procedure: Methacrylate of N-hydroxyethyl-2,4,4-trimethyl-pyrrolidine The reactants are S1C2=C(C=C1C1=CC=C(/C=C/C(=O)N3CCCC3)C=C1)C=CC=C2 (1-[trans-4-(benzo[b]thiophen-2-yl)cinnamoyl]pyrrolidine), [H-].[H-].[H-].[H-].[Li+].[Al+3] (LiAlH4). Run in C1CCOC1 (THF). Product: S1C2=C(C=C1C1=CC=C(C=C1)CCCN1CCCC1)C=CC=C2 (1-[3-[4-(Benzo[b]thiophen-2-yl)phenyl]propyl]pyrrolidine). Yield: 52.0%. Reaction SMILES: [S:1]1[C:5]([C:6]2[CH:20]=[CH:19][C:9](/[CH:10]=[CH:11]/[C:12]([N:14]3[CH2:18][CH2:17][CH2:16][CH2:15]3)=O)=[CH:8][CH:7]=2)=[CH:4][C:3]2[CH:21]=[CH:22][CH:23]=[CH:24][C:2]1=2.[H-].[H-].[H-].[H-].[Li+].[Al+3]>C1COCC1>[S:1]1[C:5]([C:6]2[CH:7]=[CH:8][C:9]([CH2:10][CH2:11][CH2:12][N:14]3[CH2:15][CH2:16][CH2:17][CH2:18]3)=[CH:19][CH:20]=2)=[CH:4][C:3]2[CH:21]=[CH:22][CH:23]=[CH:24][C:2]1=2 |f:1.2.3.4.5.6|. Procedure: A solution of 1.2 g (3.6 mmol) of 1-[trans-4-(benzo[b]thiophen-2-yl)cinnamoyl]pyrrolidine (Part B) in 15 mL of THF was treated with 75 mg (2.0 mmol) of LiAlH4 at −15° C. After complete consumption of starting material, the reaction was cautiously quenched with H2O. The mixture was extracted with EtOAc and the combined organic layers were evaporated in vacuo. Chromatography afforded 600 mg (1.9 mmol; 52% yield) of the desired product. The reactants are NC=1SC=C(N1)/C(/C(=O)N[C@H]1[C@@H]2N(C(=C(CS2)COC(C)=O)C(=O)O)C1=O)=N/O[C@@H]1C(NCC1)=O (7β{(Z)-2-(2-aminothiazol-4-yl)-2-[((3S)-2-oxopyrrolidin-3-yl)oxyimino]acetamido}-3-acetoxymethyl-3-cephem-4-carboxylic acid), CN1C=CC=CC1=S (1-methyl-2-thiopyridone), [I-].[Na+] (sodium iodide), C(O)([O-])=O.[Na+] (sodium hydrogencarbonate). The solvent is O (water). Conditions: temperature 65 celsius, time 3.5 hour. Product: NC=1SC=C(N1)/C(/C(=O)N[C@H]1[C@@H]2N(C(=C(CS2)CS[CH2+]2N(C=CC=C2)C)C(=O)[O-])C1=O)=N/O[C@@H]1C(NCC1)=O (7β-{(Z)-2-(2-aminothiazol-4-yl)-2-[((3S)-2-oxopyrrolidin-3-yl)oxyimino]acetamido}-3-(1-methyl-2-pyridinio)thiomethyl-3-cephem-4-carboxylate). Yield: 33.3%. As a reaction SMILES: [NH2:1][C:2]1[S:3][CH:4]=[C:5](/[C:7](=[N:28]/[O:29][C@H:30]2[CH2:34][CH2:33][NH:32][C:31]2=[O:35])/[C:8]([NH:10][C@@H:11]2[C:26](=[O:27])[N:13]3[C:14]([C:23]([OH:25])=[O:24])=[C:15]([CH2:18]OC(=O)C)[CH2:16][S:17][C@H:12]23)=[O:9])[N:6]=1.[CH3:36][N:37]1[C:42](=[S:43])[CH:41]=[CH:40][CH:39]=[CH:38]1.[I-].[Na+].C(=O)([O-])O.[Na+]>O>[NH2:1][C:2]1[S:3][CH:4]=[C:5](/[C:7](=[N:28]/[O:29][C@H:30]2[CH2:34][CH2:33][NH:32][C:31]2=[O:35])/[C:8]([NH:10][C@@H:11]2[C:26](=[O:27])[N:13]3[C:14]([C:23]([O-:25])=[O:24])=[C:15]([CH2:18][S:43][CH2+:42]4[CH:41]=[CH:40][CH:39]=[CH:38][N:37]4[CH3:36])[CH2:16][S:17][C@H:12]23)=[O:9])[N:6]=1 |f:2.3,4.5|. Reported procedure: To 4.8 ml of water are added 341 mg of 7β{(Z)-2-(2-aminothiazol-4-yl)-2-[((3S)-2-oxopyrrolidin-3-yl)oxyimino]acetamido}-3-acetoxymethyl-3-cephem-4-carboxylic acid, 125 mg of 1-methyl-2-thiopyridone and 900 mg of sodium iodide. The mixture is adjusted to a pH of 6.63 with an aqueous solution of sodium hydrogencarbonate. The mixture is stirred in an argon atmosphere at 65° C. for 3.5 hours. The reaction mixture is concentrated under reduced pressure. The concentrate is introduced into a column pac...